This data is from the Open Reaction Database (ORD), a public repository of structured organic reaction records. The task is: describe an organic reaction: reactants, conditions, products, and yield Starting materials: Cc1cc(-c2nc(C)c(C(=O)NCc3ccc(F)cc3)s2)[nH]n1, Cc1cc(I)nn1CCc1ccc(F)cc1. The product is Cc1nc(-c2cc(C)n(CCc3ccc(F)cc3)n2)sc1C(=O)NCc1ccc(F)cc1. Reaction SMILES: [F:1][c:2]1[cH:3][cH:4][c:5]([CH2:6][NH:7][C:8](=[O:9])[c:10]2[c:11]([CH3:21])[n:12][c:13](-[c:15]3[nH:16][n:17][c:18]([CH3:20])[cH:19]3)[s:14]2)[cH:22][cH:23]1.[F:24][c:25]1[cH:26][cH:27][c:28]([CH2:31][CH2:32][n:33]2[c:34]([CH3:35])[cH:36][c:37]([I:38])[n:39]2)[cH:29][cH:30]1>>[F:1][c:2]1[cH:3][cH:4][c:5]([CH2:6][NH:7][C:8](=[O:9])[c:10]2[c:11]([CH3:21])[n:12][c:13](-[c:15]3[n:16][n:17]([CH2:32][CH2:31][c:28]4[cH:27][cH:26][c:25]([F:24])[cH:30][cH:29]4)[c:18]([CH3:20])[cH:19]3)[s:14]2)[cH:22][cH:23]1. Reactants: [Al+3], O=C(Cc1ccc(O)c2[nH]ncc12)NCc1ccccc1, [H-], [H-], [H-], [H-], [Li+], C1CCOC1. Product: Oc1ccc(CCNCc2ccccc2)c2cn[nH]c12. As a reaction SMILES: [Al+3:23].[CH2:1]([c:2]1[cH:3][cH:4][cH:5][cH:6][cH:7]1)[NH:8][C:9]([CH2:10][c:11]1[c:12]2[cH:13][n:14][nH:15][c:16]2[c:17]([OH:20])[cH:18][cH:19]1)=[O:21].[H-:22].[H-:25].[H-:26].[H-:27].[Li+:24].[O:28]1[CH2:29][CH2:30][CH2:31][CH2:32]1>>[CH2:1]([c:2]1[cH:3][cH:4][cH:5][cH:6][cH:7]1)[NH:8][CH2:9][CH2:10][c:11]1[c:12]2[cH:13][n:14][nH:15][c:16]2[c:17]([OH:20])[cH:18][cH:19]1. The reactants are CC1=C(SC(=C1)N1C(N(CC1)CCOC1=CC=CC=C1)=O)C(=O)O (3-methyl-5-(2-oxo-3-(2-phenoxyethyl)imidazolidin-1-yl)thiophene-2-carboxylic acid), FC1=CC=C(CN2C(N(CC2)C2=CC(=C(S2)C(=O)O)C)=O)C=C1 (5-(3-(4-fluorobenzyl)-2-oxoimidazolidin-1-yl)-3-methylthiophene-2-carboxylic acid), Cl.NCC1=CC=C(O1)C(=O)OCC (ethyl 5-(aminomethyl)furan-2-carboxylate hydrochloride). The product is FC1=CC=C(CN2C(N(CC2)C2=CC(=C(S2)C(=O)NCC2=CC=C(O2)C(=O)OCC)C)=O)C=C1 (ethyl 5-((5-(3-(4-fluorobenzyl)-2-oxoimidazolidin-1-yl)-3-methylthiophene-2-carboxamido)methyl)furan-2-carboxylate). Isolated yield 59.0%. As a reaction SMILES: CC1C=C(N2CCN(CCOC3C=CC=CC=3)C2=O)SC=1C(O)=O.[F:25][C:26]1[CH:47]=[CH:46][C:29]([CH2:30][N:31]2[CH2:35][CH2:34][N:33]([C:36]3[S:40][C:39]([C:41](O)=[O:42])=[C:38]([CH3:44])[CH:37]=3)[C:32]2=[O:45])=[CH:28][CH:27]=1.Cl.[NH2:49][CH2:50][C:51]1[O:55][C:54]([C:56]([O:58][CH2:59][CH3:60])=[O:57])=[CH:53][CH:52]=1>>[F:25][C:26]1[CH:27]=[CH:28][C:29]([CH2:30][N:31]2[CH2:35][CH2:34][N:33]([C:36]3[S:40][C:39]([C:41]([NH:49][CH2:50][C:51]4[O:55][C:54]([C:56]([O:58][CH2:59][CH3:60])=[O:57])=[CH:53][CH:52]=4)=[O:42])=[C:38]([CH3:44])[CH:37]=3)[C:32]2=[O:45])=[CH:46][CH:47]=1 |f:2.3|. Reported procedure: Following the procedures as described in Example 55, making variations as required to replace 3-methyl-5-(2-oxo-3-(2-phenoxyethyl)imidazolidin-1-yl)thiophene-2-carboxylic acid with 5-(3-(4-fluorobenzyl)-2-oxoimidazolidin-1-yl)-3-methylthiophene-2-carboxylic acid to react with ethyl 5-(aminomethyl)furan-2-carboxylate hydrochloride, the title compound was obtained as a colorless solid in 59% yield: 1H NMR (300 MHz, CDCl3) δ 7.30-7.23 (m, 2H), 7.11 (d, J=3.4 Hz, 1H), 7.07-6.99 (m, 2H), 6.41 (d, J=3... Starting materials: CS(=O)(=O)Cl, CCC(C)NC(=O)C(Oc1ccc(C#N)c(C(F)(F)F)c1)C(C)(C)CO, c1ccncc1. The product is CCC(C)NC(=O)C(Oc1ccc(C#N)c(C(F)(F)F)c1)C(C)(C)COS(C)(=O)=O. Reaction SMILES: [CH3:1][S:2]([Cl:3])(=[O:4])=[O:5].[CH:6]([CH3:7])([CH2:8][CH3:9])[NH:10][C:11]([CH:12]([C:13]([CH2:14][OH:15])([CH3:16])[CH3:17])[O:18][c:19]1[cH:20][c:21]([C:27]([F:28])([F:29])[F:30])[c:22]([C:25]#[N:26])[cH:23][cH:24]1)=[O:31].[cH:32]1[cH:33][cH:34][n:35][cH:36][cH:37]1>>[CH3:1][S:2](=[O:4])(=[O:5])[O:15][CH2:14][C:13]([CH:12]([C:11]([NH:10][CH:6]([CH3:7])[CH2:8][CH3:9])=[O:31])[O:18][c:19]1[cH:20][c:21]([C:27]([F:28])([F:29])[F:30])[c:22]([C:25]#[N:26])[cH:23][cH:24]1)([CH3:16])[CH3:17]. Starting materials: BrC1=CC(=C(C(=C1)C)C(=O)N1CCC(CC1)N1[C@@H](CCC1)CO)C ((4-bromo-2,6-dimethyl-phenyl)-[4-((S)-2-hydroxymethyl-pyrrolidin-1-yl)-piperidin-1-yl]-methanone), BrC1=CC(=C(C(=C1)C)C(=O)N1CCC(CC1)N1[C@@H](CCC1)CO)C ((4-bromo-2,6-dimethyl-phenyl)-[4-((S)-2-hydroxymethyl-pyrrolidin-1-yl)-piperidin-1-yl]-methanone), FC(C=1C=C(C=CC1)B(O)O)(F)F (3-trifluoromethyl-phenyl boronic acid). Yields the product CC=1C=C(C=C(C1C(=O)N1CCC(CC1)N1[C@@H](CCC1)CO)C)C1=CC(=CC=C1)C(F)(F)F ((3,5-Dimethyl-3′-trifluoromethyl-biphenyl-4-yl)-[4-((S)-2-hydroxymethyl-pyrrolidin-1-yl)-piperidin-1-yl]-methanone). RXN SMILES: Br[C:2]1[CH:7]=[C:6]([CH3:8])[C:5]([C:9]([N:11]2[CH2:16][CH2:15][CH:14]([N:17]3[CH2:21][CH2:20][CH2:19][C@H:18]3[CH2:22][OH:23])[CH2:13][CH2:12]2)=[O:10])=[C:4]([CH3:24])[CH:3]=1.[F:25][C:26]([F:37])([F:36])[C:27]1[CH:28]=[C:29](B(O)O)[CH:30]=[CH:31][CH:32]=1>>[CH3:24][C:4]1[CH:3]=[C:2]([C:31]2[CH:30]=[CH:29][CH:28]=[C:27]([C:26]([F:37])([F:36])[F:25])[CH:32]=2)[CH:7]=[C:6]([CH3:8])[C:5]=1[C:9]([N:11]1[CH2:16][CH2:15][CH:14]([N:17]2[CH2:21][CH2:20][CH2:19][C@H:18]2[CH2:22][OH:23])[CH2:13][CH2:12]1)=[O:10]. Procedure: In analogy to the procedure described for example 1, (4-bromo-2,6-dimethyl-phenyl)-[4-((S)-2-hydroxymethyl-pyrrolidin-1-yl)-piperidin-1-yl]-methanone (intermediate 4) was reacted with 3-trifluoromethyl-phenyl boronic acid to give the title compound as colorless amorphous solid. MS: 461.3 (MH+). The reactants are C(C)(C)(C)OC(C(CN)C1CC1)=O (3-amino-2-cyclopropyl-propionic acid tert-butyl ester), COC(=O)C=1N=C(C2=CC(=CC=C2C1O)OC1=C(C=CC=C1)F)C#N (1-cyano-7-(2-fluoro-phenoxy)-4-hydroxy-isoquinoline-3-carboxylic acid methyl ester), C1CCC2=NCCCN2CC1 (DBU). Run in CC(=O)N(C)C (DMA). Conditions: temperature 150 celsius. The product is C(C)(C)(C)OC(C(CNC(=O)C=1N=CC2=CC(CC=C2C1O)(OC1=C(C=CC=C1)F)C#N)C1CC1)=O (3-{[7-Cyano-7-(2-fluoro-phenoxy)-4-hydroxy-isoquinoline-3-carbonyl]amino}-2-cyclopropyl-propionic acid tert-butyl ester). Reaction SMILES: [C:1]([O:5][C:6](=[O:13])[CH:7]([CH:10]1[CH2:12][CH2:11]1)[CH2:8][NH2:9])([CH3:4])([CH3:3])[CH3:2].C[O:15][C:16]([C:18]1[N:19]=[C:20](C#N)[C:21]2[C:26]([C:27]=1[OH:28])=[CH:25][CH:24]=[C:23]([O:29][C:30]1[CH:35]=[CH:34][CH:33]=[CH:32][C:31]=1[F:36])[CH:22]=2)=O.C1CCN2[C:42](=[N:43]CCC2)CC1>CC(N(C)C)=O>[C:1]([O:5][C:6](=[O:13])[CH:7]([CH:10]1[CH2:12][CH2:11]1)[CH2:8][NH:9][C:16]([C:18]1[N:19]=[CH:20][C:21]2[C:26]([C:27]=1[OH:28])=[CH:25][CH2:24][C:23]([C:42]#[N:43])([O:29][C:30]1[CH:35]=[CH:34][CH:33]=[CH:32][C:31]=1[F:36])[CH:22]=2)=[O:15])([CH3:4])([CH3:2])[CH3:3]. Reported procedure: A mixture of 3-amino-2-cyclopropyl-propionic acid tert-butyl ester (15 mg), 1-cyano-7-(2-fluoro-phenoxy)-4-hydroxy-isoquinoline-3-carboxylic acid methyl ester (11 mg) and DBU (0.0074 mL) in DMA (0.5 mL) was heated in an oil bath (150° C.) for 1 h. The reaction mixture was then partitioned between EtOAc and diluted HCl solution, EtOAc phase was separated and washed with water, diluted NaCl solution and dried over anhydrous sodium sulfate solution, filtered, concentrated and silica gel column puri... Product: Cc1cccc(C2(C)OC(C)C(C)O2)c1NC(=O)CCl. The reactants are CC(=O)c1cccc(C)c1NC(=O)CCl, CC(O)C(C)O, Cc1ccc(S(=O)(=O)O)cc1, c1ccccc1. As a reaction SMILES: [Cl:1][CH2:2][C:3](=[O:4])[NH:5][c:6]1[c:7]([CH3:15])[cH:8][cH:9][cH:10][c:11]1[C:12]([CH3:13])=[O:14].[OH:16][CH:17]([CH3:18])[CH:19]([CH3:20])[OH:21].[c:22]1([CH3:23])[cH:24][cH:25][c:26]([S:27]([OH:28])(=[O:29])=[O:30])[cH:31][cH:32]1.[cH:33]1[cH:34][cH:35][cH:36][cH:37][cH:38]1>>[Cl:1][CH2:2][C:3](=[O:4])[NH:5][c:6]1[c:7]([CH3:15])[cH:8][cH:9][cH:10][c:11]1[C:12]1([CH3:13])[O:14][CH:19]([CH3:20])[CH:17]([CH3:18])[O:16]1.